Dataset: the Open Reaction Database (ORD), a public repository of structured organic reaction records. Task: describe an organic reaction: reactants, conditions, products, and yield Reactants: Cc1ccc(C)n1-c1cc(F)c(C2(O)CCSCC2)c(F)c1, O, Cc1ccc(S(=O)(=O)O)cc1, c1ccccc1. The product is Cc1ccc(C)n1-c1cc(F)c(C2=CCSCC2)c(F)c1. Reaction SMILES: [CH3:1][c:2]1[n:3](-[c:8]2[cH:9][c:10]([F:22])[c:11]([C:15]3([OH:21])[CH2:16][CH2:17][S:18][CH2:19][CH2:20]3)[c:12]([F:14])[cH:13]2)[c:4]([CH3:7])[cH:5][cH:6]1.[OH2:23].[c:24]1([CH3:25])[cH:26][cH:27][c:28]([S:29]([OH:30])(=[O:31])=[O:32])[cH:33][cH:34]1.[cH:35]1[cH:36][cH:37][cH:38][cH:39][cH:40]1>>[CH3:1][c:2]1[n:3](-[c:8]2[cH:9][c:10]([F:22])[c:11]([C:15]3=[CH:16][CH2:17][S:18][CH2:19][CH2:20]3)[c:12]([F:14])[cH:13]2)[c:4]([CH3:7])[cH:5][cH:6]1.